From a dataset of the Open Reaction Database (ORD), a public repository of structured organic reaction records. describe an organic reaction: reactants, conditions, products, and yield Reactants: [H-].[Na+] (Sodium hydride), C(C)OP(=O)(OCC)CC(=O)OCC (ethyl (diethoxyphosphoryl)acetate), ClC1=C(C=CC(=C1)Cl)N1CCCN2C1=NC=1C2=C(C=CC1)C=O (1-(2,4-dichlorophenyl)-1,2,3,4-tetrahydropyrimido[1,2-a]benzimidazole-6-carbaldehyde). The solvent is O1CCCC1 (tetrahydrofuran), O1CCCC1 (tetrahydrofuran), O (water). Conditions: time 10 minute. The product is ClC1=C(C=CC(=C1)Cl)N1CCCN2C1=NC1=C2C(=CC=C1)/C=C/C(=O)OCC (Ethyl (2E)-3-[1-(2,4-dichlorophenyl)-1,2,3,4-tetrahydropyrimido[1,2-a]benzimidazol-6-yl]prop-2-enoate). Yield: 75.7%. Reaction SMILES: [H-].[Na+].C(OP([CH2:11][C:12]([O:14][CH2:15][CH3:16])=[O:13])(OCC)=O)C.[Cl:17][C:18]1[CH:23]=[C:22]([Cl:24])[CH:21]=[CH:20][C:19]=1[N:25]1[C:30]2=[N:31][C:32]3[C:33](=[C:34]([CH:38]=O)[CH:35]=[CH:36][CH:37]=3)[N:29]2[CH2:28][CH2:27][CH2:26]1>O1CCCC1.O>[Cl:17][C:18]1[CH:23]=[C:22]([Cl:24])[CH:21]=[CH:20][C:19]=1[N:25]1[C:30]2=[N:31][C:32]3[CH:37]=[CH:36][CH:35]=[C:34](/[CH:38]=[CH:11]/[C:12]([O:14][CH2:15][CH3:16])=[O:13])[C:33]=3[N:29]2[CH2:28][CH2:27][CH2:26]1 |f:0.1|. Procedure: Sodium hydride (60% in oil, 230 mg, 5.76 mmol) was added to a stirred solution of ethyl (diethoxyphosphoryl)acetate (1.94 g, 8.67 mmol) in tetrahydrofuran (14 mL) at 0° C. After stirring 10 min, 1-(2,4-dichlorophenyl)-1,2,3,4-tetrahydropyrimido[1,2-a]benzimidazole-6-carbaldehyde (1.00 g, 2.88 mmol) in tetrahydrofuran (1.0 mL) was added to the mixture, and the mixture was stirred at room temperature for 12 hr. The mixture was diluted with water, and extracted with ethyl acetate. The combined orga... Reactants: CCOC(=O)c1nc2c(s1)CCOc1ccc(F)cc1-2, C1CCOC1, [Li+], [OH-]. The product is O=C(O)c1nc2c(s1)CCOc1ccc(F)cc1-2. As a reaction SMILES: [CH2:1]([CH3:2])[O:3][C:4](=[O:5])[c:6]1[s:7][c:8]2[c:14]([n:15]1)-[c:13]1[c:12]([cH:19][cH:18][c:17]([F:20])[cH:16]1)[O:11][CH2:10][CH2:9]2.[CH2:23]1[O:24][CH2:25][CH2:26][CH2:27]1.[Li+:21].[OH-:22]>>[O:3]=[C:4]([OH:5])[c:6]1[s:7][c:8]2[c:14]([n:15]1)-[c:13]1[c:12]([cH:19][cH:18][c:17]([F:20])[cH:16]1)[O:11][CH2:10][CH2:9]2. Reaction SMILES: [CH3:13][c:14]1[n:15][n:16]2[c:17]([n:18][c:19]([NH2:28])[cH:20][c:21]2-[c:22]2[cH:23][cH:24][cH:25][cH:26][cH:27]2)[cH:29]1.[cH:30]1[cH:31][cH:32][n:33][cH:34][cH:35]1.[n:1]1[cH:2][cH:3][c:4]([CH:7]2[CH:8]([C:10](=[O:11])[Cl:12])[CH2:9]2)[cH:5][cH:6]1>>[n:1]1[cH:2][cH:3][c:4]([CH:7]2[CH:8]([C:10](=[O:11])[NH:28][c:19]3[n:18][c:17]4[n:16]([n:15][c:14]([CH3:13])[cH:29]4)[c:21](-[c:22]4[cH:23][cH:24][cH:25][cH:26][cH:27]4)[cH:20]3)[CH2:9]2)[cH:5][cH:6]1. Reactants: Cc1cc2nc(N)cc(-c3ccccc3)n2n1, c1ccncc1, O=C(Cl)C1CC1c1ccncc1. Yields the product Cc1cc2nc(NC(=O)C3CC3c3ccncc3)cc(-c3ccccc3)n2n1. The reactants are COC=1C=C2C=CC(=NC2=CC1)N1CCNCC1 (6-Methoxy-2-piperazin-1-yl-quinoline), CC1=NC2=CC=C3C(=C2C=C1)O[C@H](CO3)COS(=O)(=O)C3=CC=C(C=C3)Br ([(2R)-8-methyl-2,3-dihydro[1,4]dioxino[2,3-f]quinolin-2-yl]methyl-4-bromobenzene sulfonate), C([O-])(O)=O.[Na+] (sodium bicarbonate). The solvent is CS(=O)C (dimethylsulfoxide). Conditions: temperature 90 celsius. Yields the product COC=1C=C2C=CC(=NC2=CC1)N1CCN(CC1)C[C@H]1COC=2C(=C3C=CC(=NC3=CC2)C)O1 ((2S)-2-{[4-(6-methoxyquinolin-2-yl)piperazin-1-yl]methyl]-8-methyl-2,3-dihydro[1,4]dioxino[2,3-f]quinoline). Isolated yield 48.1%. Reaction SMILES: [CH3:1][O:2][C:3]1[CH:4]=[C:5]2[C:10](=[CH:11][CH:12]=1)[N:9]=[C:8]([N:13]1[CH2:18][CH2:17][NH:16][CH2:15][CH2:14]1)[CH:7]=[CH:6]2.[CH3:19][C:20]1[CH:29]=[CH:28][C:27]2[C:22](=[CH:23][CH:24]=[C:25]3[O:33][CH2:32][C@H:31]([CH2:34]OS(C4C=CC(Br)=CC=4)(=O)=O)[O:30][C:26]3=2)[N:21]=1.C(=O)(O)[O-].[Na+]>CS(C)=O>[CH3:1][O:2][C:3]1[CH:4]=[C:5]2[C:10](=[CH:11][CH:12]=1)[N:9]=[C:8]([N:13]1[CH2:18][CH2:17][N:16]([CH2:34][C@@H:31]3[O:30][C:26]4=[C:27]5[C:22](=[CH:23][CH:24]=[C:25]4[O:33][CH2:32]3)[N:21]=[C:20]([CH3:19])[CH:29]=[CH:28]5)[CH2:15][CH2:14]1)[CH:7]=[CH:6]2 |f:2.3|. Procedure: A mixture of 6-methoxy-2-piperazin-1-yl-quinoline of Step D (1.05 g, 4.31 mmol) in dimethylsulfoxide (15 mL) and [(2R)-8-methyl-2,3-dihydro[1,4]dioxino[2,3-f]quinolin-2-yl]methyl-4-bromobenzene sulfonate (1.62 g) is heated at 80° C. under nitrogen for 3 hours and at 90° C. for 1 additional hour. The solution is poured into saturated aqueous sodium bicarbonate and extracted with ethyl acetate. The extracts are dried over anhydrous magnesium sulfate and evaporated to dryness. The residue is flash ... The reactants are OC1=C(C=CC(=C1)O)C(C1=CC(=C(C=C1)OC)OC)C(=O)C(C1=CC(=C(C=C1)OC)OC)C1=C(C=C(C=C1)O)O (2,4-dihydroxy-phenyl-(3',4'-dimethoxy-benzyl)-ketone), C(C)OC([O-])[O-] (ethyl-orthoformate), N1CCOCC1 (morpholine). The solvent is CN(C=O)C (dimethyl-formamide). The product is OC1=CC=C2C(C(=COC2=C1)C1=CC(=C(C=C1)OC)OC)=O (7-hydroxy-3',4'-dimethoxy-isoflavone). As a reaction SMILES: OC1C=C(O)C=C[C:3]=1[CH:9]([C:20]([CH:22]([C:33]1[CH:38]=CC(O)=CC=1O)[C:23]1C=CC(OC)=[C:25]([O:31]C)[CH:24]=1)=[O:21])[C:10]1[CH:15]=[CH:14][C:13]([O:16][CH3:17])=[C:12]([O:18][CH3:19])[CH:11]=1.C([O:43]C([O-])[O-])C.N1CCOCC1>CN(C)C=O>[OH:31][C:25]1[CH:24]=[C:23]2[C:22]([C:20](=[O:21])[C:9]([C:10]3[CH:15]=[CH:14][C:13]([O:16][CH3:17])=[C:12]([O:18][CH3:19])[CH:11]=3)=[CH:3][O:43]2)=[CH:33][CH:38]=1. Procedure: 14.4 g (0.05 mole) of 2,4-dihydroxy-phenyl-(3',4'-dimethoxy-benzyl)-ketone are reacted with 10.5 g (0.07 mole) ethyl-orthoformate in 10 ml of dimethyl-formamide in the presence of 1 ml morpholine. The reaction mixture is maintained at 80°-85° C., and in the second hour a solid precipitates. After 6 hours 1OO ml of chloroform are added to the mixture, the precipitated substance is filtered and dried. 7-hydroxy-3',4'-dimethoxy-isoflavone is obtained.